This data is from the Open Reaction Database (ORD), a public repository of structured organic reaction records. The task is: describe an organic reaction: reactants, conditions, products, and yield The reactants are C1(CC1)COCC=1C=CC(=NC1)NC(C(C)(C)C)=O (N-(5-cyclopropylmethoxymethyl-pyridin-2-yl)-2,2-dimethyl-propionamide), [OH-].[Na+] (NaOH). The product is C1(CC1)COCC=1C=CC(=NC1)N (5-Cyclopropylmethoxymethyl-pyridin-2-ylamine). RXN SMILES: [CH:1]1([CH2:4][O:5][CH2:6][C:7]2[CH:8]=[CH:9][C:10]([NH:13]C(=O)C(C)(C)C)=[N:11][CH:12]=2)[CH2:3][CH2:2]1.[OH-].[Na+]>>[CH:1]1([CH2:4][O:5][CH2:6][C:7]2[CH:8]=[CH:9][C:10]([NH2:13])=[N:11][CH:12]=2)[CH2:3][CH2:2]1 |f:1.2|. Procedure details: This material was prepared in analogy to example 86 step B] from N-(5-cyclopropylmethoxymethyl-pyridin-2-yl)-2,2-dimethyl-propionamide (0.87 g) and 3M aqueous NaOH (5.54 mL) as a yellow solid (0.527 g). MS (ESI): 179.1 (MH+).